Dataset: the Open Reaction Database (ORD), a public repository of structured organic reaction records. Task: describe an organic reaction: reactants, conditions, products, and yield The reactants are BrC(C1=CC=C(C=C1)[Si](C)(C)C)Br (1-(dibromomethyl)-4-(trimethylsily)benzene), C(OC)COC (dimethoxyethane). Reagents/catalysts: [N+](=O)([O-])[O-].[Ag+] (silver nitrate). Solvent: O (water). The product is C[Si](C1=CC=C(C=O)C=C1)(C)C (4-(trimethylsilyl)benzaldehyde). The yield is 99.0%. Reaction SMILES: Br[CH:2](Br)[C:3]1[CH:8]=[CH:7][C:6]([Si:9]([CH3:12])([CH3:11])[CH3:10])=[CH:5][CH:4]=1.C(COC)[O:15]C>O.[N+]([O-])([O-])=O.[Ag+]>[CH3:10][Si:9]([CH3:12])([CH3:11])[C:6]1[CH:7]=[CH:8][C:3]([CH:2]=[O:15])=[CH:4][CH:5]=1 |f:3.4|. Procedure details: The product of Step A (10 g, 30 mmole) was dissolved in dimethoxyethane (160 mL) and heated to reflux. A solution of silver nitrate (15.3 g, 90 mmole) in water (120 mL) was added dropwise while maintaining reflux. The reaction mixture was heated for 30 additional minutes and then cooled and the liquid decanted away from the percipitate. The solid was triturated with ether and the combined organic phases were washed once with water, dried (MgSO4), and concentrated to give the desired product as a... Starting materials: ClC1=CC=2NC3=CC=CC=C3SC2C=C1 (2-chlorophenothiazine), C1CCOC1 (THF), ice water. Reaction conditions: time 30 minute. Product: C(C)(C)C1=CC=CC=2SC3=CC=CC=C3NC12 (1-i-Propyl-10H-phenothiazine). Isolated yield 52.0%. As a reaction SMILES: Cl[C:2]1[CH:15]=[CH:14][C:13]2[S:12][C:11]3[C:6](=[CH:7][CH:8]=[CH:9][CH:10]=3)[NH:5][C:4]=2[CH:3]=1.[CH2:16]1[CH2:20]OC[CH2:17]1>>[CH:16]([C:3]1[C:4]2[NH:5][C:6]3[C:11](=[CH:10][CH:9]=[CH:8][CH:7]=3)[S:12][C:13]=2[CH:14]=[CH:15][CH:2]=1)([CH3:20])[CH3:17]. Procedure: To a solution of 2-chlorophenothiazine (4.67 g, 20 mmol) in anhydrous THF (40 mL) i-propyllithium (0.7 m solution in pentane, 100 mL, 70 mmol) was added at −75° C. (1 h). The reaction mixture had been stirred (2 h), ice-water was added slowly (30 min.) and after that the stirring was continued for 30 min. The organic layer was separated and combined with ether extracts of the aqueous phase. The combined organic phase was washed with water, dried (Na2SO4) and concentrated to give the crude produc... The reactants are COC(=O)C1N(C2=CC=CC=C2CC1)C(C(CCC(=O)OC)C)=O (1-(4-carbomethoxy-2-methylbutanoyl)-1,2,3,4-tetrahydroquinoline-2-carboxylic acid methyl ester), [OH-].[Na+] (sodium hydroxide). Solvent: CO (methanol). Reaction conditions: time 3 hour. Product: C(=O)(O)CCC(C(=O)N1C(CCC2=CC=CC=C12)C(=O)O)C (1-(4-carboxy-2-methylbutanoyl)-1,2,3,4-tetrahydroquinoline-2-carboxylic acid). RXN SMILES: C[O:2][C:3]([CH:5]1[CH2:14][CH2:13][C:12]2[C:7](=[CH:8][CH:9]=[CH:10][CH:11]=2)[N:6]1[C:15](=[O:24])[CH:16]([CH3:23])[CH2:17][CH2:18][C:19]([O:21]C)=[O:20])=[O:4].[OH-].[Na+]>CO>[C:19]([CH2:18][CH2:17][CH:16]([CH3:23])[C:15]([N:6]1[C:7]2[C:12](=[CH:11][CH:10]=[CH:9][CH:8]=2)[CH2:13][CH2:14][CH:5]1[C:3]([OH:4])=[O:2])=[O:24])([OH:21])=[O:20] |f:1.2|. Procedure details: To the solution of 1.5 g of 1-(4-carbomethoxy-2-methylbutanoyl)-1,2,3,4-tetrahydroquinoline-2-carboxylic acid methyl ester in 13.5 ml of methanol is added 13.5 ml of N aqueous sodium hydroxide and the mixture is stirred at room temperature for 3 hours. It is concentrated at room temperature and reduced pressure, the aqueous solution filtered, cooled and acidified with concentrated hydrochloric acid. The mixture is extracted with methylene chloride, the extract dried, evaporated, the residue recr... Reactants: COc1cc2c(cc1OC)CCN(C(=O)CCN(C)CC1Cc3cc(OC)c(OC)cc31)CC2, CNCC1Cc2cc(OC)c(OC)cc21, CNCCC1Cc2cc(OC)c(OC)cc2C1, Cl. The product is COc1cc2c(cc1OC)CCN(C(=O)CCN(C)CCC1Cc3cc(OC)c(OC)cc3C1)CC2, Cl. As a reaction SMILES: [CH3:2][O:3][c:4]1[cH:5][c:6]2[c:7]([cH:8][c:9]1[O:10][CH3:11])[CH:12]([CH2:14][N:15]([CH2:16][CH2:17][C:18](=[O:19])[N:20]1[CH2:21][CH2:22][c:23]3[c:24]([cH:27][c:28]([O:33][CH3:34])[c:29]([O:31][CH3:32])[cH:30]3)[CH2:25][CH2:26]1)[CH3:35])[CH2:13]2.[CH3:36][O:37][c:38]1[cH:39][c:40]2[c:41]([cH:42][c:43]1[O:44][CH3:45])[CH:46]([CH2:47][NH:48][CH3:49])[CH2:50]2.[CH3:51][O:52][c:53]1[cH:54][c:55]2[c:59]([cH:60][c:61]1[O:62][CH3:63])[CH2:58][CH:57]([CH2:64][CH2:65][NH:66][CH3:67])[CH2:56]2.[ClH:1]>>[CH2:14]([N:15]([CH2:16][CH2:17][C:18](=[O:19])[N:20]1[CH2:21][CH2:22][c:23]2[c:24]([cH:27][c:28]([O:33][CH3:34])[c:29]([O:31][CH3:32])[cH:30]2)[CH2:25][CH2:26]1)[CH3:35])[CH2:64][CH:57]1[CH2:56][c:55]2[cH:54][c:53]([O:52][CH3:51])[c:61]([O:62][CH3:63])[cH:60][c:59]2[CH2:58]1.[ClH:1]. The reactants are product, ClC1=C(N)C=CC(=C1)Cl (2,4-dichloroaniline), ice water, N(=[N+]=[N-])C1=C(C(=O)O)C=CC(=C1)Cl (2-Azido-4-chlorobenzoic acid), S(=O)(Cl)Cl (thionyl chloride). Run in N1=CC=CC=C1 (pyridine), C1(=CC=CC=C1)C (toluene). Conditions: time 25 minute. Yields the product N(=[N+]=[N-])C1=C(C(=O)NC2=C(C=C(C=C2)Cl)Cl)C=CC(=C1)Cl (2-azido-4-chloro-N-(2,4-dichlorophenyl)benzamide). Reaction SMILES: [N:1]([C:4]1[CH:12]=[C:11]([Cl:13])[CH:10]=[CH:9][C:5]=1[C:6]([OH:8])=O)=[N+:2]=[N-:3].S(Cl)(Cl)=O.[Cl:18][C:19]1[CH:25]=[C:24]([Cl:26])[CH:23]=[CH:22][C:20]=1[NH2:21]>C1(C)C=CC=CC=1.N1C=CC=CC=1>[N:1]([C:4]1[CH:12]=[C:11]([Cl:13])[CH:10]=[CH:9][C:5]=1[C:6]([NH:21][C:20]1[CH:22]=[CH:23][C:24]([Cl:26])=[CH:25][C:19]=1[Cl:18])=[O:8])=[N+:2]=[N-:3]. Procedure details: 2-Azido-4-chlorobenzoic acid (130 g) was stirred with thionyl chloride (52 ml) in dry toluene at room temperature for 24 hours. The solution was evaporated to give crude 2-azido-4-chlorobenzoyl chloride. This product (14.2 g) was added to a solution of 2,4-dichloroaniline (10.65 g) in dry pyridine (70 ml) and the mixture stirred for 25 mins. It was then poured into ice-water and the precipitate filtered off, washed with water, sucked dry, heated in boiling ethanol and the residue filtered off, w...